From a dataset of the Open Reaction Database (ORD), a public repository of structured organic reaction records. describe an organic reaction: reactants, conditions, products, and yield The reactants are C(C)N(C(=O)C1=C(C(=NO1)C)C(=O)OCC)CC (ethyl 5-diethylaminocarbonyl-3-methylisoxazole-4-carboxylate), [OH-].[K+] (potassium hydroxide). The solvent is O (water), C(C)O (ethanol), O (water). The product is C(C)N(C(=O)C1=C(C(=NO1)C)C(=O)O)CC (5-diethylaminocarbonyl-3-methylisoxazole-4-carboxylic acid). The yield is 67.4%. Reaction SMILES: [CH2:1]([N:3]([CH2:17][CH3:18])[C:4]([C:6]1[O:10][N:9]=[C:8]([CH3:11])[C:7]=1[C:12]([O:14]CC)=[O:13])=[O:5])[CH3:2].[OH-].[K+]>O.C(O)C>[CH2:17]([N:3]([CH2:1][CH3:2])[C:4]([C:6]1[O:10][N:9]=[C:8]([CH3:11])[C:7]=1[C:12]([OH:14])=[O:13])=[O:5])[CH3:18] |f:1.2|. Reported procedure: 5.0 g of the ester from Example 9 and 1.4 g of potassium hydroxide in 10 ml of water and 20 ml of ethanol are stirred at room temperature. When the reaction is complete, the mixture is diluted with water and extracted with dichloromethane. Thereafter, the aqueous phase is acidified with hydrochloric acid and extracted with dichloromethane, and the organic phase is evaporated down. 3.0 g of 5-diethylaminocarbonyl-3-methylisoxazole-4-carboxylic acid are obtained as a pale oil (compound No. 4). The reactants are C1=CC=C(C(=C1)C(C2=CC=C(C=C2)O)C3=CC=C(C=C3)O)C(=O)O (phenolphthalin), C([O-])([O-])=O.[K+].[K+] (potassium carbonate), C(C1=CC=CC=C1)Br (benzyl bromide). The solvent is C(C)C(=O)C (methyl ethyl ketone). Yields the product C(C1=CC=CC=C1)OC1=CC=C(C=C1)C(C1=C(C(=O)OCC2=CC=CC=C2)C=CC=C1)C1=CC=C(C=C1)OCC1=CC=CC=C1 (Benzyl 2-[bis(4-benzyloxyphenyl)methyl]benzoate). Reaction SMILES: [CH:1]1[CH:6]=[C:5]([CH:7]([C:15]2[CH:20]=[CH:19][C:18]([OH:21])=[CH:17][CH:16]=2)[C:8]2[CH:13]=[CH:12][C:11]([OH:14])=[CH:10][CH:9]=2)[C:4]([C:22]([OH:24])=[O:23])=[CH:3][CH:2]=1.C(=O)([O-])[O-].[K+].[K+].[CH2:31](Br)[C:32]1[CH:37]=[CH:36][CH:35]=[CH:34][CH:33]=1>C(C(C)=O)C>[CH2:31]([O:14][C:11]1[CH:10]=[CH:9][C:8]([CH:7]([C:15]2[CH:20]=[CH:19][C:18]([O:21][CH2:22][C:4]3[CH:5]=[CH:6][CH:1]=[CH:2][CH:3]=3)=[CH:17][CH:16]=2)[C:5]2[CH:6]=[CH:1][CH:2]=[CH:3][C:4]=2[C:22]([O:24][CH2:7][C:8]2[CH:13]=[CH:12][CH:11]=[CH:10][CH:9]=2)=[O:23])=[CH:13][CH:12]=1)[C:32]1[CH:37]=[CH:36][CH:35]=[CH:34][CH:33]=1 |f:1.2.3|. Procedure: In 500 ml of methyl ethyl ketone were dissolved 50 g of phenolphthalin and 75 g of anhydrous potassium carbonate, and the solution was ice cooled. Subsequently, 58 ml of benzyl bromide was added dropwise to the solution, and the mixture was heated under reflux for 24 hours. The temperature of the mixture was brought back to room temperature, and concentrated. Thereafter, water was added to the residue, and the aqueous mixture was extracted with ethyl acetate. The organic layer was separated, and... Starting materials: O=C([O-])[O-], CCC(C)=O, CCOC(=O)C(C)Cl, Oc1ccc(Oc2ccc(C(F)(F)F)cc2)cc1, [K+], [K+]. Yields the product CCOC(=O)C(C)Oc1ccc(Oc2ccc(C(F)(F)F)cc2)cc1. As a reaction SMILES: [C:27](=[O:28])([O-:29])[O-:30].[CH2:33]([C:34]([CH3:35])=[O:36])[CH3:37].[Cl:19][CH:20]([C:21](=[O:22])[O:23][CH2:24][CH3:25])[CH3:26].[F:1][C:2]([c:3]1[cH:4][cH:5][c:6]([O:7][c:8]2[cH:9][cH:10][c:11]([OH:14])[cH:12][cH:13]2)[cH:15][cH:16]1)([F:17])[F:18].[K+:31].[K+:32]>>[F:1][C:2]([c:3]1[cH:4][cH:5][c:6]([O:7][c:8]2[cH:9][cH:10][c:11]([O:14][CH:20]([C:21](=[O:22])[O:23][CH2:24][CH3:25])[CH3:26])[cH:12][cH:13]2)[cH:15][cH:16]1)([F:17])[F:18]. Starting materials: N1(CCCCC1)CCCOC1=CC=C(C=O)C=C1 (4-(3-(piperidin-1-yl)propoxy)benzaldehyde), 1-N, C(C)(C)(C)OC(=O)N1CCNCC1 (tert butoxy carbonyl piperazine), C(C)(=O)O (acetic acid), C(C)(=O)O[BH-](OC(C)=O)OC(C)=O.[Na+] (sodium triacetoxy borohydride). Solvent: ClCCl (dichloromethane), C([O-])(O)=O.[Na+] (sodium bicarbonate). Conditions: time 1 hour. The product is C(C)(C)(C)OC(=O)N1CCN(CC1)CC1=CC=C(C=C1)OCCCN1CCCCC1 (4-[4-(3-Piperidin-1-yl-propoxy)-benzyl]-piperazine-1-carboxylic acid tert-butyl ester). Yield: 49.5%. Reaction SMILES: [N:1]1([CH2:7][CH2:8][CH2:9][O:10][C:11]2[CH:18]=[CH:17][C:14]([CH:15]=O)=[CH:13][CH:12]=2)[CH2:6][CH2:5][CH2:4][CH2:3][CH2:2]1.[C:19]([O:23][C:24]([N:26]1[CH2:31][CH2:30][NH:29][CH2:28][CH2:27]1)=[O:25])([CH3:22])([CH3:21])[CH3:20].C(O)(=O)C.C(O[BH-](OC(=O)C)OC(=O)C)(=O)C.[Na+]>ClCCl.C(=O)(O)[O-].[Na+]>[C:19]([O:23][C:24]([N:26]1[CH2:31][CH2:30][N:29]([CH2:15][C:14]2[CH:17]=[CH:18][C:11]([O:10][CH2:9][CH2:8][CH2:7][N:1]3[CH2:6][CH2:5][CH2:4][CH2:3][CH2:2]3)=[CH:12][CH:13]=2)[CH2:28][CH2:27]1)=[O:25])([CH3:22])([CH3:20])[CH3:21] |f:3.4,6.7|. Procedure: To a solution of 4-(3-(piperidin-1-yl)propoxy)benzaldehyde (WO 02/12214 A2) (1.90 g, 7.68 mmol) in dichloromethane (25 ml) was added 1-N tert butoxy carbonyl piperazine (1.57 g, 8.45 mmol) followed by acetic acid (1 ml), and the reaction stirred for 1 hour at room temperature, then treated with sodium triacetoxy borohydride (2 g, 9.61 mmol) and stirred for 16 hours at room temperature. The reaction was then diluted with saturated sodium bicarbonate solution and extracted with dichloromethane. Th... The product is COC(CC=1C=C(C(=CC1)F)C1=C(C=C(C=C1)C(F)(F)F)COC(N(CC)CC1=CC=CC=C1)=O)=O ({2′-[(Benzyl-ethyl-carbamoyloxy)-methyl]-6-fluoro-4′-trifluoromethyl-biphenyl-3-yl}-acetic acid methyl ester). Starting materials: COC(CC1=CC(=C(C=C1)F)B1OC(C(O1)(C)C)(C)C)=O ([4-fluoro-3-(4,4,5,5-tetramethyl-[1,3,2]dioxaborolan-2-yl)-phenyl]-acetic acid methyl ester), BrC1=C(COC(N(CC)CC2=CC=CC=C2)=O)C=C(C=C1)C(F)(F)F (benzyl-ethyl-carbamic acid 2-bromo-5-trifluoromethyl-benzyl ester). Reported procedure: Prepared according to the procedure described in Example 15, Step 3, using the following starting materials: [4-fluoro-3-(4,4,5,5-tetramethyl-[1,3,2]dioxaborolan-2-yl)-phenyl]-acetic acid methyl ester and benzyl-ethyl-carbamic acid 2-bromo-5-trifluoromethyl-benzyl ester. Reaction SMILES: [CH3:1][O:2][C:3](=[O:21])[CH2:4][C:5]1[CH:10]=[CH:9][C:8]([F:11])=[C:7](B2OC(C)(C)C(C)(C)O2)[CH:6]=1.Br[C:23]1[CH:42]=[CH:41][C:40]([C:43]([F:46])([F:45])[F:44])=[CH:39][C:24]=1[CH2:25][O:26][C:27](=[O:38])[N:28]([CH2:31][C:32]1[CH:37]=[CH:36][CH:35]=[CH:34][CH:33]=1)[CH2:29][CH3:30]>>[CH3:1][O:2][C:3](=[O:21])[CH2:4][C:5]1[CH:6]=[C:7]([C:23]2[CH:42]=[CH:41][C:40]([C:43]([F:44])([F:45])[F:46])=[CH:39][C:24]=2[CH2:25][O:26][C:27](=[O:38])[N:28]([CH2:31][C:32]2[CH:37]=[CH:36][CH:35]=[CH:34][CH:33]=2)[CH2:29][CH3:30])[C:8]([F:11])=[CH:9][CH:10]=1. Procedure: To a suspension of N-(4-Naphthalen-2-ylmethyl-3-oxo-3,4-dihydro-2H-benzo[1,4]oxazin-5-yl)-oxalamic acid methyl ester, I-61 (95 mg,) in methanol (2.0 mL), 1.0 M NaOH (0.5 mL) was added followed by THF (2.0 mL) resulting in a clear solution. Reaction was stirred at room temperature for 30 minutes and then concentrated to remove the solvents. The residue was taken in water (2.0 mL), acidified with 1.0 M HCl and extracted with EtOAc (5.0 mL×4). Combined extracts were washed with water (5.0 mL), drie... The product is C1=C(C=CC2=CC=CC=C12)CN1C(COC2=C1C(=CC=C2)NC(C(=O)O)=O)=O (N-(4-Naphthalen-2-ylmethyl-3-oxo-3,4-dihydro-2H-benzo[1,4]oxazin-5-yl)-oxalamic acid). RXN SMILES: C[O:2][C:3](=[O:29])[C:4]([NH:6][C:7]1[C:12]2[N:13]([CH2:18][C:19]3[CH:28]=[CH:27][C:26]4[C:21](=[CH:22][CH:23]=[CH:24][CH:25]=4)[CH:20]=3)[C:14](=[O:17])[CH2:15][O:16][C:11]=2[CH:10]=[CH:9][CH:8]=1)=[O:5].[OH-].[Na+].C1COCC1>CO>[CH:20]1[C:21]2[C:26](=[CH:25][CH:24]=[CH:23][CH:22]=2)[CH:27]=[CH:28][C:19]=1[CH2:18][N:13]1[C:12]2[C:7]([NH:6][C:4](=[O:5])[C:3]([OH:29])=[O:2])=[CH:8][CH:9]=[CH:10][C:11]=2[O:16][CH2:15][C:14]1=[O:17] |f:1.2|. Starting materials: COC(C(=O)NC1=CC=CC2=C1N(C(CO2)=O)CC2=CC1=CC=CC=C1C=C2)=O (N-(4-Naphthalen-2-ylmethyl-3-oxo-3,4-dihydro-2H-benzo[1,4]oxazin-5-yl)-oxalamic acid methyl ester), [OH-].[Na+] (NaOH), C1CCOC1 (THF). Run in CO (methanol). Reaction conditions: time 30 minute. Starting materials: CC(=O)OC(C)=O, O=CO, O=C(O)CCc1cnn2c1NCCC2. The product is O=CN1CCCn2ncc(CCC(=O)O)c21. RXN SMILES: [CH3:1][C:2](=[O:3])[O:4][C:5](=[O:6])[CH3:7].[CH:22]([OH:23])=[O:24].[n:8]1[cH:9][c:10]([CH2:17][CH2:18][C:19](=[O:20])[OH:21])[c:11]2[n:12]1[CH2:13][CH2:14][CH2:15][NH:16]2>>[CH:2](=[O:3])[N:16]1[c:11]2[c:10]([CH2:17][CH2:18][C:19](=[O:20])[OH:21])[cH:9][n:8][n:12]2[CH2:13][CH2:14][CH2:15]1.